From a dataset of the Open Reaction Database (ORD), a public repository of structured organic reaction records. describe an organic reaction: reactants, conditions, products, and yield The reactants are C1(=CC=CC=C1)C(=O)C1CCCCC1 (Cyclohexyl phenyl ketone), S(=O)(Cl)Cl (thionyl chloride), S(=O)(Cl)Cl (thionyl chloride), [BH4-].[Na+] (Sodium borohydride), raw material, C(=O)(OCC)N1CCC(CC1)O (1-carboethoxy-4-hydroxypiperidine). Solvent: C(C)O (ethanol), C(C)(=O)OCC (Ethyl acetate), C1(=CC=CC=C1)C (toluene). Conditions: time 8 hour. The product is C1(CCCCC1)C(OC1CCN(CC1)C(=O)OCC)C1=CC=CC=C1 (Ethyl (±)-4-(cyclohexylphenylmethoxy)piperidine-1-carboxylate). The yield is 123.0%. RXN SMILES: [C:1]1([C:7]([CH:9]2[CH2:14][CH2:13][CH2:12][CH2:11][CH2:10]2)=[O:8])[CH:6]=[CH:5][CH:4]=[CH:3][CH:2]=1.[BH4-].[Na+].S(Cl)(Cl)=O.[C:21]([N:26]1[CH2:31][CH2:30][CH:29](O)[CH2:28][CH2:27]1)([O:23][CH2:24][CH3:25])=[O:22]>C(O)C.C(OCC)(=O)C.C1(C)C=CC=CC=1>[CH:1]1([CH:7]([C:9]2[CH:10]=[CH:11][CH:12]=[CH:13][CH:14]=2)[O:8][CH:29]2[CH2:30][CH2:31][N:26]([C:21]([O:23][CH2:24][CH3:25])=[O:22])[CH2:27][CH2:28]2)[CH2:6][CH2:5][CH2:4][CH2:3][CH2:2]1 |f:1.2|. Reported procedure: Cyclohexyl phenyl ketone (5.0 g, 27 mmol) was dissolved in ethanol (50 mL) and cooled by ice. Sodium borohydride (510 mg, 13.5 mmol) was added thereto at 0° C. The completion of the addition, the mixture was heated to a room temperature, and the disappearance of the raw material was confirmed by TLC. The reaction solution was concentrated and then diluted with water, and the diluted solution was neutralized with a 1-N hydrochloric acid aqueous solution. Ethyl acetate was added thereto, the mixtu... Starting materials: CN1C(=NC=C1C=C)[N+](=O)[O-] (1-methyl-2-nitro-5-vinylimidazole), [O-]S(=O)(=O)[O-].[Mg+2] (MgSO4), C(C)O (ethanol), [O-][Mn](=O)(=O)=O.[K+] (KMnO4). The solvent is O (H2O). The product is CN1C(=NC=C1C(CO)O)[N+](=O)[O-] (1-Methyl-2-nitro-5-(1,2-dihydroxyethyl)-imidazole). RXN SMILES: [CH3:1][N:2]1[C:6](C=C)=[CH:5][N:4]=[C:3]1[N+:9]([O-:11])=[O:10].[CH2:12]([OH:14])[CH3:13].[O-:15][Mn](=O)(=O)=O.[K+].[O-]S([O-])(=O)=O.[Mg+2]>O>[CH3:1][N:2]1[C:6]([CH:13]([OH:15])[CH2:12][OH:14])=[CH:5][N:4]=[C:3]1[N+:9]([O-:11])=[O:10] |f:2.3,4.5|. Procedure details: To a solution of 6.2 g. of 1-methyl-2-nitro-5-vinylimidazole in 570 ml. of ethanol cooled to about -10° C., a solution of 5.46 g. of KMnO4 and 8.85 g. of MgSO4 .7H2O in 750 ml. of H2O is added with stirring. The reaction mixture is filtered through Celite and washed with ethanol. The filtrate is concentrated to dryness under vacuum at 50° C., and the residue is taken up with acetone. The resulting solution is filtered and concentrated to dryness under vacuum. The resulting solid is crystallized ... Reactants: CCNc1c(Br)cnc(Cl)c1N, N#CCC(=O)O, CCN=C=NCCCN(C)C, CN1CCOCC1, ClCCl, Cl. Yields the product CCNc1c(Br)cnc(Cl)c1NC(=O)CC#N. Reaction SMILES: [Br:1][c:2]1[c:3]([NH:10][CH2:11][CH3:12])[c:4]([NH2:9])[c:5]([Cl:8])[n:6][cH:7]1.[C:25](#[N:26])[CH2:27][C:28](=[O:29])[OH:30].[CH3:14][N:15]([CH3:16])[CH2:17][CH2:18][CH2:19][N:20]=[C:21]=[N:22][CH2:23][CH3:24].[CH3:31][N:32]1[CH2:33][CH2:34][O:35][CH2:36][CH2:37]1.[Cl:38][CH2:39][Cl:40].[ClH:13]>>[Br:1][c:2]1[c:3]([NH:10][CH2:11][CH3:12])[c:4]([NH:9][C:28]([CH2:27][C:25]#[N:26])=[O:29])[c:5]([Cl:8])[n:6][cH:7]1.